Dataset: the Open Reaction Database (ORD), a public repository of structured organic reaction records. Task: describe an organic reaction: reactants, conditions, products, and yield Starting materials: C(C#C)OCC#C (propargyl ether), FC=1C=CC2=C(C(N(CC=3N2C=NC3I)C)=O)C1 (8-fluoro-4,5-dihydro-3-iodo-5-methyl-6H-imidazo[1,5-a][1,4]benzodiazepin-6-one). Reagents/catalysts: Cl[Pd]([P](C1=CC=CC=C1)(C2=CC=CC=C2)C3=CC=CC=C3)([P](C4=CC=CC=C4)(C5=CC=CC=C5)C6=CC=CC=C6)Cl (bis-(triphenylphosphine)-palladium(II) dichloride), [Cu]I (copper(I) iodide). Run in C(C)NCC (diethylamine). Product: FC=1C=CC2=C(C(N(CC=3N2C=NC3C#CCOC)C)=O)C1 (8-fluoro-4,5-dihydro-3-(3-methoxy-1-propynyl)-5-methyl-6H-imidazo[1,5-a][1,4]benzodiazepin-6-one). Reaction SMILES: [F:1][C:2]1[CH:3]=[CH:4][C:5]2[N:11]3[CH:12]=[N:13][C:14](I)=[C:10]3[CH2:9][N:8]([CH3:16])[C:7](=[O:17])[C:6]=2[CH:18]=1.[CH2:19]([O:22][CH2:23]C#C)[C:20]#[CH:21]>C(NCC)C.Cl[Pd](Cl)([P](C1C=CC=CC=1)(C1C=CC=CC=1)C1C=CC=CC=1)[P](C1C=CC=CC=1)(C1C=CC=CC=1)C1C=CC=CC=1.[Cu]I>[F:1][C:2]1[CH:3]=[CH:4][C:5]2[N:11]3[CH:12]=[N:13][C:14]([C:21]#[C:20][CH2:19][O:22][CH3:23])=[C:10]3[CH2:9][N:8]([CH3:16])[C:7](=[O:17])[C:6]=2[CH:18]=1 |^1:33,52|. Reported procedure: 7 g (19.9 mmol) of 8-fluoro-4,5-dihydro-3-iodo-5-methyl-6H-imidazo[1,5-a][1,4]benzodiazepin-6-one was heated to boiling under reflux for 3 hours with 2.5 ml (29 mmol) of propargyl ether, 100 mg of bis-(triphenylphosphine)-palladium(II) dichloride and 30 mg of copper(I) iodide in 70 ml of diethylamine. The reaction mixture was evaporated and the residue was chromatographed on silica gel while eluting with ethyl acetate. After recrystallization from ethyl acetate there was obtained 8-fluoro-4,5-di...